From a dataset of the Open Reaction Database (ORD), a public repository of structured organic reaction records. describe an organic reaction: reactants, conditions, products, and yield Starting materials: O=C(O)C(O)CS(=O)(=O)c1ccc2cc(Cl)ccc2c1, O=C1CCCCN1C1CCNCC1, CN(C)C=O, On1nnc2ccccc21. The product is O=C(C(O)CS(=O)(=O)c1ccc2cc(Cl)ccc2c1)N1CCC(N2CCCCC2=O)CC1. Reaction SMILES: [Cl:1][c:2]1[cH:3][c:4]2[cH:5][cH:6][c:7]([S:12](=[O:13])(=[O:14])[CH2:15][CH:16]([C:17](=[O:18])[OH:19])[OH:20])[cH:8][c:9]2[cH:10][cH:11]1.[N:21]1([CH:28]2[CH2:29][CH2:30][NH:31][CH2:32][CH2:33]2)[C:22](=[O:27])[CH2:23][CH2:24][CH2:25][CH2:26]1.[O:44]=[CH:45][N:46]([CH3:47])[CH3:48].[OH:34][n:35]1[c:36]2[c:37]([cH:38][cH:39][cH:40][cH:41]2)[n:42][n:43]1>>[Cl:1][c:2]1[cH:3][c:4]2[cH:5][cH:6][c:7]([S:12](=[O:13])(=[O:14])[CH2:15][CH:16]([C:17](=[O:19])[N:31]3[CH2:30][CH2:29][CH:28]([N:21]4[C:22](=[O:27])[CH2:23][CH2:24][CH2:25][CH2:26]4)[CH2:33][CH2:32]3)[OH:20])[cH:8][c:9]2[cH:10][cH:11]1. Reactants: C(C)(=O)C=1NC=CC1 (2-acetylpyrrole), C1=C(C=CC2=CC=CC=C12)C(=O)Cl (2-naphthalenoyl chloride), 18.3, [Cl-].[Al+3].[Cl-].[Cl-] (aluminum chloride), HCl ice. The solvent is ClCCCl (1,2-dichloroethane). Run at temperature 65 celsius, time 4 hour. Yields the product C1=C(C=CC2=CC=CC=C12)C(=O)C=1C=C(NC1)C(C)=O (1-[4-(2-naphthalenoyl)-1H-pyrrol-2-yl]ethanone). The yield is 50.9%. RXN SMILES: [C:1]([C:4]1[NH:5][CH:6]=[CH:7][CH:8]=1)(=[O:3])[CH3:2].[CH:9]1[C:18]2[C:13](=[CH:14][CH:15]=[CH:16][CH:17]=2)[CH:12]=[CH:11][C:10]=1[C:19](Cl)=[O:20].[Cl-].[Al+3].[Cl-].[Cl-]>ClCCCl>[CH:9]1[C:18]2[C:13](=[CH:14][CH:15]=[CH:16][CH:17]=2)[CH:12]=[CH:11][C:10]=1[C:19]([C:7]1[CH:8]=[C:4]([C:1](=[O:3])[CH3:2])[NH:5][CH:6]=1)=[O:20] |f:2.3.4.5|. Procedure: A mixture of 7.5 g (0.069 mole) of 2-acetylpyrrole, 17 g (0.089 mole) of 2-naphthalenoyl chloride and 18.3 (0.14 mole) of aluminum chloride in 200 mL of 1,2-dichloroethane was stirred for 4 h and then heated at 65° C. for 1.5 h. After cooling, the reaction mixture was poured into 2N HCl/ice. The organics were separated, washed with water, NaHCO3, water, brine and dried (MgSO4). The solvent was evaporated in vacuo and the residue recrystallized from EtOAc to give 9.25 g (51%) of 1-[4-(2-naphthale... Reactants: C(C)(C)(C)OC(=O)N1C[C@@H]([C@H](CC1)C1=CC=C(C=C1)OCCCOCC1=C(C=CC=C1)OC)OCC1=CC=C2CCCN(C2=C1)CCOC ((3R,4R)-4-[4-[3-(2-methoxy-benzyloxy)-propoxy]-phenyl]-3-[1-(2-methoxy-ethyl)-1,2,3,4-tetrahydro-quinolin-7-ylmethoxy]-piperidine-1-carboxylic acid tert-butyl ester), Cl.CO (HCl methanol). The product is COC1=C(COCCCOC2=CC=C(C=C2)[C@@H]2[C@H](CNCC2)OCC2=CC=C3CCCN(C3=C2)CCOC)C=CC=C1 ((3R,4R)-7-[4-[4-[3-(2-methoxy-benzyloxy)-propoxy]-phenyl]-piperidin-3-yloxymethyl]-1-(2-methoxy-ethyl)-1,2,3,4-tetrahydro-quinoline). RXN SMILES: C(OC([N:8]1[CH2:13][CH2:12][C@H:11]([C:14]2[CH:19]=[CH:18][C:17]([O:20][CH2:21][CH2:22][CH2:23][O:24][CH2:25][C:26]3[CH:31]=[CH:30][CH:29]=[CH:28][C:27]=3[O:32][CH3:33])=[CH:16][CH:15]=2)[C@@H:10]([O:34][CH2:35][C:36]2[CH:45]=[C:44]3[C:39]([CH2:40][CH2:41][CH2:42][N:43]3[CH2:46][CH2:47][O:48][CH3:49])=[CH:38][CH:37]=2)[CH2:9]1)=O)(C)(C)C.Cl.CO>>[CH3:33][O:32][C:27]1[CH:28]=[CH:29][CH:30]=[CH:31][C:26]=1[CH2:25][O:24][CH2:23][CH2:22][CH2:21][O:20][C:17]1[CH:16]=[CH:15][C:14]([C@H:11]2[CH2:12][CH2:13][NH:8][CH2:9][C@@H:10]2[O:34][CH2:35][C:36]2[CH:45]=[C:44]3[C:39]([CH2:40][CH2:41][CH2:42][N:43]3[CH2:46][CH2:47][O:48][CH3:49])=[CH:38][CH:37]=2)=[CH:19][CH:18]=1 |f:1.2|. Reported procedure: In analogy to the procedure described in example 4(b), the (3R,4R)-4-[4-[3-(2-methoxy-benzyloxy)-propoxy]-phenyl]-3-[1-(2-methoxy-ethyl)-1,2,3,4-tetrahydro-quinolin-7-ylmethoxy]-piperidine-1-carboxylic acid tert-butyl ester was deprotected with HCl/methanol to yield the (3R,4R)-7-[4-[4-[3-(2-methoxy-benzyloxy)-propoxy]-phenyl]-piperidin-3-yloxymethyl]-1-(2-methoxy-ethyl)-1,2,3,4-tetrahydro-quinoline as a light yellow oil; MS: 575 (M+H)+.